This data is from the Open Reaction Database (ORD), a public repository of structured organic reaction records. The task is: describe an organic reaction: reactants, conditions, products, and yield The reactants are ClC=1C(=NC=C(C1)C(F)(F)F)N1CCNCC1 (1-(3-chloro-5-trifluoromethylpyridin-2-yl)piperazine), ClC1=NC2=C(N1)C=C(C=C2Cl)C(F)(F)F (2,4-dichloro-6-trifluoromethyl-1H-benzoimidazole). Yields the product ClC1=CC(=CC=2NC(=NC21)N2CCN(CC2)C2=NC=C(C=C2Cl)C(F)(F)F)C(F)(F)F (4-Chloro-6-trifluoromethyl-2-[4-(3-chloro-5-trifluoromethylpyridin-2-yl)piperazin-1-yl]-1H-benzoimidazole). Reaction SMILES: [Cl:1][C:2]1[C:3]([N:12]2[CH2:17][CH2:16][NH:15][CH2:14][CH2:13]2)=[N:4][CH:5]=[C:6]([C:8]([F:11])([F:10])[F:9])[CH:7]=1.Cl[C:19]1[NH:23][C:22]2[CH:24]=[C:25]([C:29]([F:32])([F:31])[F:30])[CH:26]=[C:27]([Cl:28])[C:21]=2[N:20]=1>>[Cl:28][C:27]1[C:21]2[N:20]=[C:19]([N:15]3[CH2:16][CH2:17][N:12]([C:3]4[C:2]([Cl:1])=[CH:7][C:6]([C:8]([F:9])([F:10])[F:11])=[CH:5][N:4]=4)[CH2:13][CH2:14]3)[NH:23][C:22]=2[CH:24]=[C:25]([C:29]([F:32])([F:31])[F:30])[CH:26]=1. Procedure: The reaction of 1-(3-chloro-5-trifluoromethylpyridin-2-yl)piperazine (186 mg, 0.7 mmol, ABCR) and 2,4-dichloro-6-trifluoromethyl-1H-benzoimidazole (127 mg, 0.5 mmol, Example 5b) under the conditions of Example 3c afforded the title compound as a white amorphous solid. MS (ESI, pos. ion) m/z: 484 (M+1). The reactants are C(C1=CC=CC=C1)OC1=C(C=C(C=C1)Br)CCCC1=CC=C(C(=O)OC)C=C1 (methyl 4-[3-(2-benzyloxy-5-bromophenyl)propyl]-benzoate), C(#N)[Cu] (CuCN), C(CN)N (ethylene diamine), O (water). Run in CN(C)C=O (DMF). Product: C(C1=CC=CC=C1)OC1=C(C=C(C=C1)C#N)CCCC1=CC=C(C(=O)OC)C=C1 (methyl 4-[3-(2-benzyloxy-5-cyanophenyl)propyl]-benzoate). Yield: 66.1%. Reaction SMILES: [CH2:1]([O:8][C:9]1[CH:14]=[CH:13][C:12](Br)=[CH:11][C:10]=1[CH2:16][CH2:17][CH2:18][C:19]1[CH:28]=[CH:27][C:22]([C:23]([O:25][CH3:26])=[O:24])=[CH:21][CH:20]=1)[C:2]1[CH:7]=[CH:6][CH:5]=[CH:4][CH:3]=1.[C:29]([Cu])#[N:30].C(N)CN.O>CN(C=O)C>[CH2:1]([O:8][C:9]1[CH:14]=[CH:13][C:12]([C:29]#[N:30])=[CH:11][C:10]=1[CH2:16][CH2:17][CH2:18][C:19]1[CH:28]=[CH:27][C:22]([C:23]([O:25][CH3:26])=[O:24])=[CH:21][CH:20]=1)[C:2]1[CH:7]=[CH:6][CH:5]=[CH:4][CH:3]=1. Reported procedure: A mixture of methyl 4-[3-(2-benzyloxy-5-bromophenyl)propyl]-benzoate (0.5 g) and CuCN (250 mg) in DMF (20 ml) was heated at reflux for 18 hours, poured into ethylene diamine (20 ml) and water (60 ml) and extracted with ethyl acetate (3×100 ml). The combined extracts were washed with brine (100 ml), dried (magnesium sulphate), filtered and evaporated to give methyl 4-[3-(2-benzyloxy-5-cyanophenyl)propyl]-benzoate (290 mg).